The task is: describe an organic reaction: reactants, conditions, products, and yield. This data is from the Open Reaction Database (ORD), a public repository of structured organic reaction records. The reactants are C(C)OC(=O)C=1C(=CC=CC1)C1=CC=C(C=C1)C(C)(C)C (4′-tert-butylbiphenyl-2-carboxylic acid ethyl ester), CO (methanol), O (water), O.[OH-].[Li+] (Lithium hydroxide monohydrate). Solvent: C1CCOC1 (THF). Conditions: time 3 day. Product: C(C)(C)(C)C1=CC=C(C=C1)C=1C(=CC=CC1)C(=O)O (4′-tert-Butylbiphenyl-2-carboxylic acid). Isolated yield 62.8%. As a reaction SMILES: C([O:3][C:4]([C:6]1[C:7]([C:12]2[CH:17]=[CH:16][C:15]([C:18]([CH3:21])([CH3:20])[CH3:19])=[CH:14][CH:13]=2)=[CH:8][CH:9]=[CH:10][CH:11]=1)=[O:5])C.CO.O.O.[OH-].[Li+]>C1COCC1>[C:18]([C:15]1[CH:16]=[CH:17][C:12]([C:7]2[C:6]([C:4]([OH:5])=[O:3])=[CH:11][CH:10]=[CH:9][CH:8]=2)=[CH:13][CH:14]=1)([CH3:21])([CH3:19])[CH3:20] |f:3.4.5|. Reported procedure: Crude 4′-tert-butylbiphenyl-2-carboxylic acid ethyl ester (33 g, ˜117 mmol) was taken up in a mixture of THF (100 mL), methanol (50 mL) and water (40 mL). Lithium hydroxide monohydrate (7.36 g, 176 mmol) was added and the reaction mixture was allowed to stir at room temperature for 3 days. The mixture was extracted three times with diethyl ether. The aqueous phase was then acidified using aq. 6N HCl and extracted three times with EtOAc. The combined EtOAc layers were dried over MgSO4, filtered a...